Dataset: the Open Reaction Database (ORD), a public repository of structured organic reaction records. Task: describe an organic reaction: reactants, conditions, products, and yield The product is CN(C)c1ccc(NCc2ccccc2N)cc1. Reactants: [Al+3], C1CCOC1, CN(C)c1ccc(NC(=O)c2ccccc2N)cc1, [H-], [H-], [H-], [H-], [Li+], O. As a reaction SMILES: [Al+3:2].[CH2:27]1[O:28][CH2:29][CH2:30][CH2:31]1.[CH3:7][N:8]([c:9]1[cH:10][cH:11][c:12]([NH:15][C:16]([c:17]2[c:18]([NH2:23])[cH:19][cH:20][cH:21][cH:22]2)=[O:24])[cH:13][cH:14]1)[CH3:25].[H-:1].[H-:4].[H-:5].[H-:6].[Li+:3].[OH2:26]>>[CH3:7][N:8]([c:9]1[cH:10][cH:11][c:12]([NH:15][CH2:16][c:17]2[c:18]([NH2:23])[cH:19][cH:20][cH:21][cH:22]2)[cH:13][cH:14]1)[CH3:25]. Reactants: CC1(C(C(CCC1)C)=O)C (2,2,6-trimethyl-cyclohexanone), ClCC=CCCl (1,4-dichlorobut-2-ene), Na, N (ammonia), O (water). Solvent: C1CCOC1 (THF). Conditions: time 8 hour. Product: CC1C(C(CCC1)=O)(C)C (trimethylcyclohexanone). The yield is 19.6%. Reaction SMILES: [CH3:1][C:2]1([CH3:10])[CH2:7][CH2:6][CH2:5][CH:4](C)[C:3]1=[O:9].Cl[CH2:12]C=CCCl.N.O>C1COCC1>[CH3:12][CH:7]1[CH2:6][CH2:5][CH2:4][C:3](=[O:9])[C:2]1([CH3:1])[CH3:10]. Procedure: 28 g of 2,2,6-trimethyl-cyclohexanone are added dropwise to a suspension of Na vinylacetylide (prepared from 25 g of 1,4-dichlorobut-2-ene and 15 g of Na in liquid ammonia) in 200 ml of THF, whilst cooling, and the reaction mixture is stirred overnight at room temperature. 50 ml of water are then added, the aqueous phase is extracted with ether and the resulting organic phase is dried and concentrated. Subsequent fractional distillation gives 5.5 g of unconverted trimethylcyclohexanone and 20.7 ... Reactants: NC1=C(C=C(C=C1Br)Br)S(=O)(=O)N (2-Amino-3,5-dibromobenzenesulfonamide), NC1=C(C=C(C=C1Br)Br)S(=O)(=O)N (2-Amino-3,5-dibromobenzenesulfonamide), C1(CCCCC1)C=O (cyclohexanecarboxaldehyde). Product: C1(CCCCC1)C1NS(C2=C(N1)C(=CC(=C2)Br)Br)(=O)=O (3-Cyclohexyl-5,7-dibromo-1,2,3,4-tetrahydro-1,2,4-benzothiadiazine-1,1-dioxide). RXN SMILES: [NH2:1][C:2]1[C:7]([Br:8])=[CH:6][C:5]([Br:9])=[CH:4][C:3]=1[S:10]([NH2:13])(=[O:12])=[O:11].[CH:14]1([CH:20]=O)[CH2:19][CH2:18][CH2:17][CH2:16][CH2:15]1>>[CH:14]1([CH:20]2[NH:1][C:2]3[C:7]([Br:8])=[CH:6][C:5]([Br:9])=[CH:4][C:3]=3[S:10](=[O:12])(=[O:11])[NH:13]2)[CH2:19][CH2:18][CH2:17][CH2:16][CH2:15]1. Procedure details: 2-Amino-3,5-dibromobenzenesulfonamide (see compound 125) was transformed by Method G (using cyclohexanecarboxaldehyde). M.p. 166-167° C. The reactants are C(C1CO1)OCCCCCCCCCCCC (dodecyl glycidyl ether), CC(CC1=CC=C(C=C1)OC)(C)N (1,1-dimethyl-2-(4-methoxyphenyl)ethylamine). Yields the product C(CCCCCCCCCCC)OCC(CNC(CC1=CC=C(C=C1)OC)(C)C)O (N-(3-Dodecanoxy-2-hydroxypropyl)-1,1-dimethyl-2-(4-methoxyphenyl)ethylamine). Isolated yield 28.7%. As a reaction SMILES: [CH2:1]([O:5][CH2:6][CH2:7][CH2:8][CH2:9][CH2:10][CH2:11][CH2:12][CH2:13][CH2:14][CH2:15][CH2:16][CH3:17])[CH:2]1[O:4][CH2:3]1.[CH3:18][C:19]([NH2:30])([CH3:29])[CH2:20][C:21]1[CH:26]=[CH:25][C:24]([O:27][CH3:28])=[CH:23][CH:22]=1>>[CH2:6]([O:5][CH2:1][CH:2]([OH:4])[CH2:3][NH:30][C:19]([CH3:29])([CH3:18])[CH2:20][C:21]1[CH:26]=[CH:25][C:24]([O:27][CH3:28])=[CH:23][CH:22]=1)[CH2:7][CH2:8][CH2:9][CH2:10][CH2:11][CH2:12][CH2:13][CH2:14][CH2:15][CH2:16][CH3:17]. Procedure details: Using the method of Example 5, supra, dodecyl glycidyl ether (242 mg, 1.0 mmol) and 1,1-dimethyl-2-(4-methoxyphenyl)ethylamine (197 mg, 1.1 mmol) were used to prepare 121 mg of the title compound as a clear, colorless oil: GC/EI-MS, m/z (rel. int.) 422 (M+1, 1), 406 (4), 300 (100), 222 (11), 163 (23), 121 (34); 1H-NMR (CDCl3) δ 7.09 (2H, d, J=8.6), 6.83 (2H, d, J=8.6), 3.79 (3H, s), 3.76 (1H, m), 3.45 (4H, m), 2.81 (1H, dd, J=7.6 and 4.0), 2.65 (4H, m), 1.53 (2H, m), 1.26 (20H, m), 1.06 (3H, s),... Reactants: FC1=CC=C(NC2=C(C(=O)OC)C=CC(=C2)I)C=C1 (methyl 2-(4-fluoroanilino)-4-iodobenzoate), C([O-])([O-])=O.[Cs+].[Cs+] (cesium carbonate), NC1=CC=CC=C1 (aniline). Reagents/catalysts: C(C)(=O)[O-].[Pd+2].C(C)(=O)[O-] (palladium acetate), C1(=CC=CC=C1)P(C1=C(C2=CC=CC=C2C=C1)C1=C(C=CC2=CC=CC=C12)P(C1=CC=CC=C1)C1=CC=CC=C1)C1=CC=CC=C1 (rac-2,2′-bis(diphenylphosphino)-1,1′-binaphthyl), C(C)(=O)[O-].[Pd+2].C(C)(=O)[O-] (palladium acetate), C1(=CC=CC=C1)P(C1=C(C2=CC=CC=C2C=C1)C1=C(C=CC2=CC=CC=C12)P(C1=CC=CC=C1)C1=CC=CC=C1)C1=CC=CC=C1 (rac-2,2′-bis(diphenylphosphino)-1,1′-binaphthyl). Solvent: C1(=CC=CC=C1)C (toluene). The product is N(C1=CC=CC=C1)C1=CC(=C(C(=O)OC)C=C1)NC1=CC=C(C=C1)F (methyl 4-anilino-2-(4-fluoroanilino)benzoate). RXN SMILES: [F:1][C:2]1[CH:19]=[CH:18][C:5]([NH:6][C:7]2[CH:16]=[C:15](I)[CH:14]=[CH:13][C:8]=2[C:9]([O:11][CH3:12])=[O:10])=[CH:4][CH:3]=1.C(=O)([O-])[O-].[Cs+].[Cs+].[NH2:26][C:27]1[CH:32]=[CH:31][CH:30]=[CH:29][CH:28]=1>C([O-])(=O)C.[Pd+2].C([O-])(=O)C.C1(P(C2C=CC=CC=2)C2C=CC3C(=CC=CC=3)C=2C2C3C(=CC=CC=3)C=CC=2P(C2C=CC=CC=2)C2C=CC=CC=2)C=CC=CC=1.C1(C)C=CC=CC=1>[NH:26]([C:15]1[CH:14]=[CH:13][C:8]([C:9]([O:11][CH3:12])=[O:10])=[C:7]([NH:6][C:5]2[CH:18]=[CH:19][C:2]([F:1])=[CH:3][CH:4]=2)[CH:16]=1)[C:27]1[CH:32]=[CH:31][CH:30]=[CH:29][CH:28]=1 |f:1.2.3,5.6.7|. Procedure details: To toluene 2.0 mL suspension of methyl 2-(4-fluoroanilino)-4-iodobenzoate 0.20 g, rac-2,2′-bis(diphenylphosphino)-1,1′-binaphthyl 10 mg, palladium acetate 4 mg and cesium carbonate 0.35 g was added aniline 0.074 mL, and it was heated and refluxed under nitrogen atmosphere for 3 hours. The reaction mixture was cooled to room temperature, rac-2,2′-bis(diphenylphosphino)-1,1′-binaphthyl 10 mg and palladium acetate 4 mg were added to it, and it was heated and refluxed under nitrogen atmosphere for 3... Reactants: C(C)(=O)O[BH-](OC(C)=O)OC(C)=O.[Na+] (sodium triacetoxyborohydride), Cl.Cl.Cl.C(C1=CC=CC=C1)N1CCN(CC1)CCN (2-(1-benzyl-4-piperazinyl)ethanamine trihydrochloride), CC=1NC=C(N1)C=O (2-methylimidazole-4-carbaldehyde), C(C)(=O)O (acetic acid). Run in ClCCCl (1,2-dichloroethane). Yields the product C(C1=CC=CC=C1)N1CCN(CC1)CCN1C(N2C(C1)=CN=C2C)=O (2-(2-(1-benzyl-4-piperazinyl)ethyl)-5-methyl-1,2-dihydroimidazo[1,5-c]imidazol-3-one). Isolated yield 8.5%. As a reaction SMILES: Cl.Cl.Cl.[CH2:4]([N:11]1[CH2:16][CH2:15][N:14]([CH2:17][CH2:18][NH2:19])[CH2:13][CH2:12]1)[C:5]1[CH:10]=[CH:9][CH:8]=[CH:7][CH:6]=1.[CH3:20][C:21]1[NH:22][CH:23]=[C:24]([CH:26]=O)[N:25]=1.[C:28](O)(=[O:30])C.C(O[BH-](OC(=O)C)OC(=O)C)(=O)C.[Na+]>ClCCCl>[CH2:4]([N:11]1[CH2:12][CH2:13][N:14]([CH2:17][CH2:18][N:19]2[CH2:26][C:24]3=[CH:23][N:22]=[C:21]([CH3:20])[N:25]3[C:28]2=[O:30])[CH2:15][CH2:16]1)[C:5]1[CH:6]=[CH:7][CH:8]=[CH:9][CH:10]=1 |f:0.1.2.3,6.7|. Procedure details: A suspension of 2-(1-benzyl-4-piperazinyl)ethanamine trihydrochloride (2.5 g) obtained in Example 97a), 2-methylimidazole-4-carbaldehyde (0.84 g) and acetic acid (0.5 ml) in 1,2-dichloroethane (50 ml) was mixed at room temperature for 40 minutes, and then sodium triacetoxyborohydride (2.4 g) was added thereto under ice-cooling. The reaction mixture was returned to room temperature, and mixed for 2 days. Then, the reaction solution was washed with an aqueous potassium carbonate solution and dried... Reactants: BrC1=C(C=C(C=C1)OC)C(F)(F)F (4-bromo-3-trifluoromethylanisole), C(CCC)[Li] (butyllithium), Cl (hydrogen chloride), B(OC(C)C)(OC(C)C)OC(C)C (triisopropyl borate). Run in C1CCOC1 (THF). Reaction conditions: temperature 23 celsius, time 15 minute. Yields the product COC1=CC(=C(C=C1)B(O)O)C(F)(F)F (4-Methoxy-2-trifluoromethylphenylboronic Acid). The yield is 71.8%. Reaction SMILES: Br[C:2]1[CH:7]=[CH:6][C:5]([O:8][CH3:9])=[CH:4][C:3]=1[C:10]([F:13])([F:12])[F:11].C([Li])CCC.[B:19](OC(C)C)([O:24]C(C)C)[O:20]C(C)C.Cl>C1COCC1>[CH3:9][O:8][C:5]1[CH:6]=[CH:7][C:2]([B:19]([OH:24])[OH:20])=[C:3]([C:10]([F:13])([F:12])[F:11])[CH:4]=1. Reported procedure: A solution of 4-bromo-3-trifluoromethylanisole (13 g, 50 mmol) in dry THF (110 mL) was treated with butyllithium solution (2.5 M in hexane, 24 mL, 60 mmol) during ca. 5 min at −78° C. under nitrogen. After 15 min, the solution was treated with triisopropyl borate (23 mL, 100 mmol) during ca. 5 min at −78° C. After a further 30 min, the cooling bath was removed and the reaction solution was warmed to 23° C. and left for 3.5 h. At this time, the resulting opaque mixture was concentrated in vacuo a... Reactants: O=C([O-])[O-], CN1CCNCC1, CS(C)=O, CN1CCN(C(C)(C)C(=O)c2ccc(F)cc2)CC1, [K+], [K+]. Yields the product CN1CCN(c2ccc(C(=O)C(C)(C)N3CCN(C)CC3)cc2)CC1. As a reaction SMILES: [C:27](=[O:28])([O-:29])[O-:30].[CH3:20][N:21]1[CH2:22][CH2:23][NH:24][CH2:25][CH2:26]1.[CH3:33][S:34](=[O:35])[CH3:36].[F:1][c:2]1[cH:3][cH:4][c:5]([C:8]([C:9]([CH3:10])([N:11]2[CH2:12][CH2:13][N:14]([CH3:17])[CH2:15][CH2:16]2)[CH3:18])=[O:19])[cH:6][cH:7]1.[K+:31].[K+:32]>>[c:2]1([N:24]2[CH2:23][CH2:22][N:21]([CH3:20])[CH2:26][CH2:25]2)[cH:3][cH:4][c:5]([C:8]([C:9]([CH3:10])([N:11]2[CH2:12][CH2:13][N:14]([CH3:17])[CH2:15][CH2:16]2)[CH3:18])=[O:19])[cH:6][cH:7]1. Reaction SMILES: [NH2:1][C:2]1[CH:3]=[CH:4][C:5]([NH:18][CH2:19][CH:20]2[CH2:25][CH2:24][N:23]([C:26]3[CH:31]=[CH:30][N:29]=[CH:28][CH:27]=3)[CH2:22][CH2:21]2)=[C:6]([CH:17]=1)[C:7]([NH:9][C:10]1[CH:15]=[CH:14][C:13]([Cl:16])=[CH:12][N:11]=1)=[O:8].C(N(C(C)C)CC)(C)C.[CH3:41][S:42]([Cl:45])(=[O:44])=[O:43]>C(Cl)Cl>[ClH:16].[ClH:45].[Cl:16][C:13]1[CH:14]=[CH:15][C:10]([NH:9][C:7](=[O:8])[C:6]2[CH:17]=[C:2]([NH:1][S:42]([CH3:41])(=[O:44])=[O:43])[CH:3]=[CH:4][C:5]=2[NH:18][CH2:19][CH:20]2[CH2:21][CH2:22][N:23]([C:26]3[CH:27]=[CH:28][N:29]=[CH:30][CH:31]=3)[CH2:24][CH2:25]2)=[N:11][CH:12]=1 |f:4.5.6|. Reported procedure: A solution of 5-amino-N-(5-chloropyridin-2-yl)-2-[1-(4-pyridinyl)piperidin-4-ylmethylamino]benzamide (90 mg, 0.21 mmol)and diisopropyl ethylamine (0.036 mL) in methylene chloride (2 mL) was treated with methanesulfonyl chloride (0.016 mL, 0.21 mmol). After 0.25 h, the mixture was concentrated and the residue partitioned between EtOAc and water. The aqueous layer was treated with 1 N NaOH and the resulting solid collected by filtration. The material was further purified by RPHPLC yielding the tit... Run at time 0.25 hour. Run in C(Cl)Cl (methylene chloride). Yields the product Cl.Cl.ClC=1C=CC(=NC1)NC(C1=C(C=CC(=C1)NS(=O)(=O)C)NCC1CCN(CC1)C1=CC=NC=C1)=O (N-(5-Chloropyridin-2-yl)-5-(methylsulfonylamino)-2-[1-(4-pyridinyl)piperidin-4-ylmethylamino]benzamide Dihydrochloride), hydrochloride salt. Starting materials: NC=1C=CC(=C(C(=O)NC2=NC=C(C=C2)Cl)C1)NCC1CCN(CC1)C1=CC=NC=C1 (5-amino-N-(5-chloropyridin-2-yl)-2-[1-(4-pyridinyl)piperidin-4-ylmethylamino]benzamide), C(C)(C)N(CC)C(C)C (diisopropyl ethylamine), CS(=O)(=O)Cl (methanesulfonyl chloride). Reactants: Cc1n[nH]c2ccc(Br)cc12, O=C=O, [Li]C(C)(C)C, C1CCOC1. The product is Cc1n[nH]c2ccc(C(=O)O)cc12. RXN SMILES: [Br:6][c:7]1[cH:8][c:9]2[c:10]([CH3:16])[n:11][nH:12][c:13]2[cH:14][cH:15]1.[C:17](=[O:18])=[O:19].[C:1]([Li:2])([CH3:3])([CH3:4])[CH3:5].[CH2:20]1[O:21][CH2:22][CH2:23][CH2:24]1>>[c:7]1([C:17](=[O:18])[OH:19])[cH:8][c:9]2[c:10]([CH3:16])[n:11][nH:12][c:13]2[cH:14][cH:15]1.